From a dataset of the Open Reaction Database (ORD), a public repository of structured organic reaction records. describe an organic reaction: reactants, conditions, products, and yield Starting materials: CCO, CCOC(=O)c1cnn(-c2ccc(F)cc2)c1C, [Na+], [OH-]. Product: Cc1c(C(=O)O)cnn1-c1ccc(F)cc1. As a reaction SMILES: [CH3:21][CH2:22][OH:23].[F:1][c:2]1[cH:3][cH:4][c:5](-[n:8]2[n:9][cH:10][c:11]([C:14](=[O:15])[O:16][CH2:17][CH3:18])[c:12]2[CH3:13])[cH:6][cH:7]1.[Na+:20].[OH-:19]>>[F:1][c:2]1[cH:3][cH:4][c:5](-[n:8]2[n:9][cH:10][c:11]([C:14](=[O:15])[OH:16])[c:12]2[CH3:13])[cH:6][cH:7]1. Yields the product COc1ccc(Nc2ncc(C(C)c3ccc(S(C)(=O)=O)cc3)cc2-c2nc(C)nc(N)n2)cn1. Starting materials: COc1ccc(CN(Cc2ccc(OC)cc2)c2nc(C)nc(-c3cc(C(C)c4ccc(S(C)(=O)=O)cc4)cnc3Nc3ccc(OC)nc3)n2)cc1, O=C(O)C(F)(F)F. RXN SMILES: [CH3:1][O:2][c:3]1[cH:4][cH:5][c:6]([CH2:7][N:8]([c:9]2[n:10][c:11]([CH3:42])[n:12][c:13](-[c:15]3[c:16]([NH:33][c:34]4[cH:35][n:36][c:37]([O:40][CH3:41])[cH:38][cH:39]4)[n:17][cH:18][c:19]([CH:21]([CH3:22])[c:23]4[cH:24][cH:25][c:26]([S:29](=[O:30])(=[O:31])[CH3:32])[cH:27][cH:28]4)[cH:20]3)[n:14]2)[CH2:43][c:44]2[cH:45][cH:46][c:47]([O:48][CH3:49])[cH:50][cH:51]2)[cH:52][cH:53]1.[OH:54][C:55]([C:56]([F:57])([F:58])[F:59])=[O:60]>>[NH2:8][c:9]1[n:10][c:11]([CH3:42])[n:12][c:13](-[c:15]2[c:16]([NH:33][c:34]3[cH:35][n:36][c:37]([O:40][CH3:41])[cH:38][cH:39]3)[n:17][cH:18][c:19]([CH:21]([CH3:22])[c:23]3[cH:24][cH:25][c:26]([S:29](=[O:30])(=[O:31])[CH3:32])[cH:27][cH:28]3)[cH:20]2)[n:14]1. RXN SMILES: [C:1]([c:2]1[cH:3][cH:4][cH:5][cH:6][cH:7]1)(=[O:8])[c:9]1[c:10]([O:24][CH2:25][CH3:26])[c:11]2[c:12]([n:13][cH:14]1)[n:15]([CH2:18][c:19]1[o:20][cH:21][cH:22][cH:23]1)[n:16][cH:17]2.[CH2:27]([OH:28])[CH2:29][CH2:30][CH3:31]>>[C:1]([c:2]1[cH:3][cH:4][cH:5][cH:6][cH:7]1)(=[O:8])[c:9]1[c:10]([O:24][CH2:25][CH3:26])[c:11]2[c:12]([n:13][cH:14]1)[nH:15][n:16][cH:17]2. The product is CCOc1c(C(=O)c2ccccc2)cnc2[nH]ncc12. Starting materials: CCOc1c(C(=O)c2ccccc2)cnc2c1cnn2Cc1ccco1, CCCCO. Reactants: Cl, O=C1CCCNc2ccccc21, Cc1ccc(S(=O)(=O)Cl)cc1, c1ccncc1. The product is Cc1ccc(S(=O)(=O)N2CCCC(=O)c3ccccc32)cc1. Reaction SMILES: [ClH:24].[NH:1]1[c:2]2[c:3]([cH:9][cH:10][cH:11][cH:12]2)[C:4](=[O:8])[CH2:5][CH2:6][CH2:7]1.[c:13]1([CH3:23])[cH:14][cH:15][c:16]([S:19](=[O:20])(=[O:21])[Cl:22])[cH:17][cH:18]1.[cH:25]1[cH:26][cH:27][n:28][cH:29][cH:30]1>>[N:1]1([S:19]([c:16]2[cH:15][cH:14][c:13]([CH3:23])[cH:18][cH:17]2)(=[O:20])=[O:21])[c:2]2[c:3]([cH:9][cH:10][cH:11][cH:12]2)[C:4](=[O:8])[CH2:5][CH2:6][CH2:7]1. Reactants: C(C=C)Br (allyl bromide), OC1=C(C(=C(C(=O)C2=CC(=C(C=C2)Cl)S(=O)(=O)N=CN(C)C)C=C1)Cl)Cl (4-hydroxy-3'-dimethylaminomethyleneaminosulfonyl-2,3,4'-trichlorobenzophenone), C([O-])([O-])=O.[K+].[K+] (potassium carbonate), ice water, Cl (hydrochloric acid). Run in CN(C=O)C (dimethylformamide). Conditions: time 8 hour. Yields the product C(C=C)OC1=C(C(=C(C(=O)C2=CC(=C(C=C2)Cl)S(=O)(=O)N=CN(C)C)C=C1)Cl)Cl (4-Allyloxy-3'-dimethylaminomethyleneaminosulfonyl-2,3,4'-trichlorobenzophenone). As a reaction SMILES: [CH2:1](Br)[CH:2]=[CH2:3].[OH:5][C:6]1[CH:28]=[CH:27][C:9]([C:10]([C:12]2[CH:17]=[CH:16][C:15]([Cl:18])=[C:14]([S:19]([N:22]=[CH:23][N:24]([CH3:26])[CH3:25])(=[O:21])=[O:20])[CH:13]=2)=[O:11])=[C:8]([Cl:29])[C:7]=1[Cl:30].C(=O)([O-])[O-].[K+].[K+].Cl>CN(C)C=O>[CH2:1]([O:5][C:6]1[CH:28]=[CH:27][C:9]([C:10]([C:12]2[CH:17]=[CH:16][C:15]([Cl:18])=[C:14]([S:19]([N:22]=[CH:23][N:24]([CH3:26])[CH3:25])(=[O:20])=[O:21])[CH:13]=2)=[O:11])=[C:8]([Cl:29])[C:7]=1[Cl:30])[CH:2]=[CH2:3] |f:2.3.4|. Reported procedure: 5.6 g (40 mmol) of allyl bromide are added dropwise, with magnetic stirring, to a mixture of 13.1 g (30 mmol) of 4-hydroxy-3'-dimethylaminomethyleneaminosulfonyl-2,3,4'-trichlorobenzophenone, 5.0 g (36 mmol) of ground potassium carbonate and 50 ml of dry dimethylformamide at room temperature, and the mixture is stirred for about 8 hours. The pale yellow suspension is then stirred in portions into a mixture of 400 ml of ice-water and 100 ml of 2N hydrochloric acid, and the precipitate is filtered...